Task: describe an organic reaction: reactants, conditions, products, and yield. Dataset: the Open Reaction Database (ORD), a public repository of structured organic reaction records Reactants: CC(=CCC/C(=C/CC/C(=C/CC/C(=C/CC/C(=C/CC/C(=C/CC/C(=C/CC/C(=C/CC/C(=C/CO)/C)/C)/C)/C)/C)/C)/C)/C)C (solanesol), C(C1=CN=CC=C1)(=O)Cl (nicotinic acid chloride). Solvent: N1=CC=CC=C1 (pyridine), CCCCCC (n-hexane), N1=CC=CC=C1 (pyridine). Conditions: time 2 hour. Yields the product C(C1=CN=CC=C1)(=O)OCC=C(CCC=C(CCC=C(CCC=C(CCC=C(CCC=C(CCC=C(CCC=C(CCC=C(C)C)C)C)C)C)C)C)C)C (3,7,11,15,19,23,27,31,35,-Nonamethyl-2,6,10,14,18,22,26,30,34-hexatriacontanonaenyl nicotinate). RXN SMILES: [CH3:1][C:2]([CH3:46])=[CH:3][CH2:4][CH2:5]/[C:6](/[CH3:45])=[CH:7]/[CH2:8][CH2:9]/[C:10](/[CH3:44])=[CH:11]/[CH2:12][CH2:13]/[C:14](/[CH3:43])=[CH:15]/[CH2:16][CH2:17]/[C:18](/[CH3:42])=[CH:19]/[CH2:20][CH2:21]/[C:22](/[CH3:41])=[CH:23]/[CH2:24][CH2:25]/[C:26](/[CH3:40])=[CH:27]/[CH2:28][CH2:29]/[C:30](/[CH3:39])=[CH:31]/[CH2:32][CH2:33]/[C:34](/[CH3:38])=[CH:35]/[CH2:36][OH:37].[C:47](Cl)(=[O:54])[C:48]1[CH:53]=[CH:52][CH:51]=[N:50][CH:49]=1>N1C=CC=CC=1.CCCCCC>[C:47]([O:37][CH2:36][CH:35]=[C:34]([CH3:38])[CH2:33][CH2:32][CH:31]=[C:30]([CH3:39])[CH2:29][CH2:28][CH:27]=[C:26]([CH3:40])[CH2:25][CH2:24][CH:23]=[C:22]([CH3:41])[CH2:21][CH2:20][CH:19]=[C:18]([CH3:42])[CH2:17][CH2:16][CH:15]=[C:14]([CH3:43])[CH2:13][CH2:12][CH:11]=[C:10]([CH3:44])[CH2:9][CH2:8][CH:7]=[C:6]([CH3:45])[CH2:5][CH2:4][CH:3]=[C:2]([CH3:46])[CH3:1])(=[O:54])[C:48]1[CH:53]=[CH:52][CH:51]=[N:50][CH:49]=1. Reported procedure: 10 Grams of solanesol were dissolved in 50 ml of pyridine and the solution was added with a solution of 4.5 g of nicotinic acid chloride in pyridine dropwise over 30 minutes. After completion of the addition, the mixture was stirred at room temperature for two hours to complete the reaction. The reaction product was diluted with n-hexane, washed with water and concentrated. The concentrate was purified by chromatography with 80 g of silica gel in n-hexane/ether solvent mixture as elution solvent... The reactants are CO, [Li+], [OH-], CCOC(=O)CCCCCOc1ccc2c(c1)[nH]c1ccccc12. Product: O=C(O)CCCCCOc1ccc2c(c1)[nH]c1ccccc12. RXN SMILES: [CH3:27][OH:28].[Li+:25].[OH-:26].[cH:1]1[c:2]([O:14][CH2:15][CH2:16][CH2:17][CH2:18][CH2:19][C:20](=[O:21])[O:22][CH2:23][CH3:24])[cH:3][cH:4][c:5]2[c:6]3[cH:7][cH:8][cH:9][cH:10][c:11]3[nH:12][c:13]12>>[cH:1]1[c:2]([O:14][CH2:15][CH2:16][CH2:17][CH2:18][CH2:19][C:20](=[O:21])[OH:22])[cH:3][cH:4][c:5]2[c:6]3[cH:7][cH:8][cH:9][cH:10][c:11]3[nH:12][c:13]12. Starting materials: N1=CC=CC=C1 (Pyridine), CS(=O)C (dimethyl sulfoxide), ClS(=O)(=O)C1=NN2C(C=C(C=C2Cl)C)=N1 (2-chlorosulfonyl-5-chloro-7-methyl-[1,2,4]triazolo[1,5-a]pyridine), NC=1C(=NN(C1C)CC)C(F)(F)F (4-amino-1-ethyl-5-methyl-3-(trifluoromethyl)pyrazole). Run in C(C)#N (acetonitrile). Run at time 18 hour. Product: C(C)N1N=C(C(=C1C)NS(=O)(=O)C1=NN2C(C=C(C=C2Cl)C)=N1)C(F)(F)F (N-(1-Ethyl-5-methyl-3-(trifluoromethyl)-4-pyrazolyl)-5-chloro-7-methyl[1,2,4]triazolo[1,5-a]pyridine-2-sulfonamide). RXN SMILES: N1C=CC=CC=1.CS(C)=O.Cl[S:12]([C:15]1[N:25]=[C:18]2[CH:19]=[C:20]([CH3:24])[CH:21]=[C:22]([Cl:23])[N:17]2[N:16]=1)(=[O:14])=[O:13].[NH2:26][C:27]1[C:28]([C:35]([F:38])([F:37])[F:36])=[N:29][N:30]([CH2:33][CH3:34])[C:31]=1[CH3:32]>C(#N)C>[CH2:33]([N:30]1[C:31]([CH3:32])=[C:27]([NH:26][S:12]([C:15]2[N:25]=[C:18]3[CH:19]=[C:20]([CH3:24])[CH:21]=[C:22]([Cl:23])[N:17]3[N:16]=2)(=[O:14])=[O:13])[C:28]([C:35]([F:37])([F:36])[F:38])=[N:29]1)[CH3:34]. Procedure details: Pyridine (0.31 g (3.9 mmol)) and dimethyl sulfoxide (0.03 g (0.4 mmol)) were added to a solution of 1.0 g (3.9 mmol) of 2-chlorosulfonyl-5-chloro-7-methyl-[1,2,4]triazolo[1,5-a]pyridine and 0.76 g (3.9 mmol) of 4-amino-1-ethyl-5-methyl-3-(trifluoromethyl)pyrazole in 15 mL of acetonitrile at ambient temperature with stirring. After 18 hours, the volatiles were removed by evaporation under reduced pressure and the residue was partitioned between dichloromethane and water, stirring for 10 min befor... Run in O1CCCC1 (tetrahydrofuran). Conditions: time 1 hour. The reactants are C(C)(C)(C)[Mg]Cl (t-Butylmagnesium chloride), BrC=1C=C(C=O)C=CC1 (3-bromobenzaldehyde), [Cl-].[NH4+] (ammonium chloride). Reaction SMILES: [C:1]([Mg]Cl)([CH3:4])([CH3:3])[CH3:2].[Br:7][C:8]1[CH:9]=[C:10]([CH:13]=[CH:14][CH:15]=1)[CH:11]=[O:12].[Cl-].[NH4+]>O1CCCC1>[Br:7][C:8]1[CH:9]=[C:10]([CH:11]([OH:12])[C:1]([CH3:4])([CH3:3])[CH3:2])[CH:13]=[CH:14][CH:15]=1 |f:2.3|. Yields the product BrC=1C=C(C=CC1)C(C(C)(C)C)O (1-(3-bromo-phenyl)-2,2-dimethyl-propan-1-ol). Reported procedure: t-Butylmagnesium chloride (0.93 mol/l solution in tetrahydrofuran, 75.5 mL, 70.26 mmol) was added to a solution of 3-bromobenzaldehyde (10 g, 54.05 mmol) in tetrahydrofuran (100 mL) in a nitrogen atmosphere at −78° C. The mixture was stirred at the same temperature for one hour and then heated to room temperature. The reaction mixture was poured into a saturated aqueous ammonium chloride solution, followed by extraction with ethyl acetate. The extract was washed with brine and dried over anhydro... RXN SMILES: [Br:1][c:2]1[s:3][cH:4][cH:5][n:6]1.[C:17](=[O:18])([O-:19])[O-:20].[CH3:23][CH2:24][OH:25].[CH3:26][c:27]1[cH:28][cH:29][cH:30][cH:31][cH:32]1.[K+:21].[K+:22].[c:7]1([O:13][B:14]([OH:15])[OH:16])[cH:8][cH:9][cH:10][cH:11][cH:12]1>>[c:2]1(-[c:7]2[cH:8][cH:9][cH:10][cH:11][cH:12]2)[s:3][cH:4][cH:5][n:6]1. The reactants are Brc1nccs1, O=C([O-])[O-], CCO, Cc1ccccc1, [K+], [K+], OB(O)Oc1ccccc1. The product is c1ccc(-c2nccs2)cc1.